From a dataset of the Open Reaction Database (ORD), a public repository of structured organic reaction records. describe an organic reaction: reactants, conditions, products, and yield Reaction SMILES: [C:1](#[N:2])[CH2:3][CH2:4][P:5]([O:6][CH2:7][CH3:8])(=[O:9])[c:10]1[cH:11][cH:12][cH:13][cH:14][cH:15]1.[CH3:19][CH2:20][OH:21].[H:17][H:18].[NH3:16]>>[CH2:1]([NH2:2])[CH2:3][CH2:4][P:5]([O:6][CH2:7][CH3:8])(=[O:9])[c:10]1[cH:11][cH:12][cH:13][cH:14][cH:15]1. Reactants: CCOP(=O)(CCC#N)c1ccccc1, CCO, [H][H], N. The product is CCOP(=O)(CCCN)c1ccccc1.